This data is from the Open Reaction Database (ORD), a public repository of structured organic reaction records. The task is: describe an organic reaction: reactants, conditions, products, and yield The reactants are CC1(C)CCC(=O)Nc2cc([N+](=O)[O-])ccc21, CC1(C)CCC(=O)Nc2ccc(N)cc21. Yields the product CC1(C)CCC(=O)Nc2cc(N)ccc21. As a reaction SMILES: [CH3:16][C:17]1([CH3:32])[c:18]2[c:19]([cH:25][c:26]([N+:29]([O-:30])=[O:31])[cH:27][cH:28]2)[NH:20][C:21](=[O:24])[CH2:22][CH2:23]1.[NH2:1][c:2]1[cH:3][cH:4][c:5]2[c:14]([cH:15]1)[C:11]([CH3:12])([CH3:13])[CH2:10][CH2:9][C:7](=[O:8])[NH:6]2>>[CH3:16][C:17]1([CH3:32])[c:18]2[c:19]([cH:25][c:26]([NH2:29])[cH:27][cH:28]2)[NH:20][C:21](=[O:24])[CH2:22][CH2:23]1. Starting materials: N (ammonia), COC1=C(C(=O)O)C=C(C(=C1)Br)S(=O)(=O)Cl (2-methoxy-4-bromo-5-chlorosulphonyl-benzoic acid). Run at time 1 hour. The product is COC1=C(C(=O)O)C=C(C(=C1)Br)S(N)(=O)=O (2-methoxy-4-bromo-5-sulphamoyl-benzoic acid). Isolated yield 85.0%. As a reaction SMILES: [NH3:1].[CH3:2][O:3][C:4]1[CH:12]=[C:11]([Br:13])[C:10]([S:14](Cl)(=[O:16])=[O:15])=[CH:9][C:5]=1[C:6]([OH:8])=[O:7]>>[CH3:2][O:3][C:4]1[CH:12]=[C:11]([Br:13])[C:10]([S:14](=[O:16])(=[O:15])[NH2:1])=[CH:9][C:5]=1[C:6]([OH:8])=[O:7]. Procedure details: 1,290 ml of 22° Be. ammonia is placed in a 3 liter flask fitted with an agitator and a thermometer. It is cooled, and 805 g of 2-methoxy-4-bromo-5-chlorosulphonyl-benzoic acid is added in stages between 0° and +10° C. The reaction medium is agitated for 1 hour at about +10° C. then the solution is filtered with charcoal. The filtrate is diluted with 300 ml of water and the acid precipitated by adding hydrochloric acid (density 1.18). The precipitate is drained, washed with water and dried in an ... The reactants are ClC1=CC(=NC2=CC=C(C=C12)Cl)N1CCS(C2=C(C1)C=CC=C2)=O (4-(4,6-dichloroquinolin-2-yl)-2,3,4,5-tetrahydro-1,4-benzothiazepine 1-oxide), F[C@H]1[C@@H](CNC1)NC(OC(C)(C)C)=O (tert-butyl (trans-4-fluoropyrrolidin-3-yl)carbamate). Product: ClC=1C=C2C(=CC(=NC2=CC1)N1CCS(C2=C(C1)C=CC=C2)=O)N2C[C@H]([C@@H](C2)F)N (trans-1-[6-Chloro-2-(1-oxido-2,3-dihydro-1,4-benzothiazepin-4(5H)-yl)quinolin-4-yl]-4-fluoropyrrolidin-3-amine). Reaction SMILES: Cl[C:2]1[C:11]2[C:6](=[CH:7][CH:8]=[C:9]([Cl:12])[CH:10]=2)[N:5]=[C:4]([N:13]2[CH2:19][C:18]3[CH:20]=[CH:21][CH:22]=[CH:23][C:17]=3[S:16](=[O:24])[CH2:15][CH2:14]2)[CH:3]=1.[F:25][C@@H:26]1[CH2:30][NH:29][CH2:28][C@H:27]1[NH:31]C(=O)OC(C)(C)C>>[Cl:12][C:9]1[CH:10]=[C:11]2[C:6](=[CH:7][CH:8]=1)[N:5]=[C:4]([N:13]1[CH2:19][C:18]3[CH:20]=[CH:21][CH:22]=[CH:23][C:17]=3[S:16](=[O:24])[CH2:15][CH2:14]1)[CH:3]=[C:2]2[N:29]1[CH2:30][C@@H:26]([F:25])[C@H:27]([NH2:31])[CH2:28]1. Procedure: The title compound was prepared in analogy to Example 19-1 in Scheme 7 by using 4-(4,6-dichloroquinolin-2-yl)-2,3,4,5-tetrahydro-1,4-benzothiazepine 1-oxide (prepared in analogy to 4-(4-chloro-6-methylquinolin-2-yl)-2,3,4,5-tetrahydro-1,4-benzothiazepine 1-oxide in Example 18-1) and tert-butyl (trans-4-fluoropyrrolidin-3-yl)carbamate. MS obsd. (ESI+) [(M+H)+] 445, 1H NMR (400 MHz, CD3OD) δ ppm 7.98 (d, J=2.27 Hz, 1 H), 7.78-7.68 (m, 2 H), 7.55 (dd, J=9.09, 1.52 Hz, 1 H), 7.52-7.42 (m, 2 H), 7.39... The reactants are C(C)OC(=O)C1=CN=C2SC3=C(N21)CCC3 (6,7-Dihydro-5H-cyclopent[d]imidazo[2,1-b]thiazole-3-carboxylic acid ethyl ester), [H-].[H-].[H-].[H-].[Li+].[Al+3] (LiAlH4). Run in C1CCOC1 (THF). Product: N=1C=C(N2C1SC1=C2CCC1)CO (6,7-Dihydro-5H-cyclopent[d]imidazo[2,1-b]thiazole-3-methanol). Isolated yield 56.0%. As a reaction SMILES: C([O:3][C:4]([C:6]1[N:13]2[C:9]([S:10][C:11]3[CH2:16][CH2:15][CH2:14][C:12]=32)=[N:8][CH:7]=1)=O)C.[H-].[H-].[H-].[H-].[Li+].[Al+3]>C1COCC1>[N:8]1[CH:7]=[C:6]([CH2:4][OH:3])[N:13]2[C:12]3[CH2:14][CH2:15][CH2:16][C:11]=3[S:10][C:9]=12 |f:1.2.3.4.5.6|. Procedure details: A solution of 6,7-Dihydro-5H-cyclopent[d]imidazo[2,1-b]thiazole-3-carboxylic acid ethyl ester (Formula E-4) (5.8 g) in dry THF (125 mL) was treated with LiAlH4 (1.86 g) and reacted for 5.5 hours. After serial quenching with water and 15% sodium hydroxide, the suspension was diluted to 700 mL with chloroform. The filter cake was washed with hot chloroform, the combined filtrate and washes were evaporated to yield pure 6,7-Dihydro-5H-cyclopent[d]imidazo[2,1-b]thiazole-3-methanol (FIG. E-5) (2.67 g... The reactants are ClC1=NC2=CC=C(C=C2C=C1)[N+](=O)[O-] (2-chloro-6-nitro-quinoline), CC=1C=CC=C2CCC(C12)N (rac-7-methyl-indan-1-ylamine). Yields the product CC=1C=CC=C2CCC(C12)NC1=NC2=CC=C(C=C2C=C1)N (rac-N2-(7-Methyl-indan-1-yl)-quinoline-2,6-diamine). Reaction SMILES: Cl[C:2]1[CH:11]=[CH:10][C:9]2[C:4](=[CH:5][CH:6]=[C:7]([N+:12]([O-])=O)[CH:8]=2)[N:3]=1.[CH3:15][C:16]1[CH:17]=[CH:18][CH:19]=[C:20]2[C:24]=1[CH:23]([NH2:25])[CH2:22][CH2:21]2>>[CH3:15][C:16]1[CH:17]=[CH:18][CH:19]=[C:20]2[C:24]=1[CH:23]([NH:25][C:2]1[CH:11]=[CH:10][C:9]3[C:4](=[CH:5][CH:6]=[C:7]([NH2:12])[CH:8]=3)[N:3]=1)[CH2:22][CH2:21]2. Procedure details: The title compound was prepared in accordance with the general method described in example 2 from 2-chloro-6-nitro-quinoline and rac-7-methyl-indan-1-ylamine (CAS no: 168902-78-1); MS: m/e=290.4 (M+H+). The reactants are [N+](=O)([O-])C1=CC=C2CCC(NC2=C1)=O (7-Nitro-3,4-dihydroquinolin-2(1H)-one), BrCCO[Si](C)(C)C(C)(C)C ((2-bromoethoxy)(tert-butyl)dimethylsilane), C([O-])([O-])=O.[K+].[K+] (potassium carbonate), [I-].[K+] (potassium iodide). The solvent is CN(C)C=O (DMF), O (water). Run at time 2 day. Product: [Si](C)(C)(C(C)(C)C)OCCN1C(CCC2=CC=C(C=C12)[N+](=O)[O-])=O (1-(2-{[tert-butyl(dimethyl)silyl]oxy}ethyl)-7-nitro-3,4-dihydroquinolin-2(1H)-one). As a reaction SMILES: [N+:1]([C:4]1[CH:13]=[C:12]2[C:7]([CH2:8][CH2:9][C:10](=[O:14])[NH:11]2)=[CH:6][CH:5]=1)([O-:3])=[O:2].Br[CH2:16][CH2:17][O:18][Si:19]([C:22]([CH3:25])([CH3:24])[CH3:23])([CH3:21])[CH3:20].C(=O)([O-])[O-].[K+].[K+].[I-].[K+]>CN(C=O)C.O>[Si:19]([O:18][CH2:17][CH2:16][N:11]1[C:12]2[C:7](=[CH:6][CH:5]=[C:4]([N+:1]([O-:3])=[O:2])[CH:13]=2)[CH2:8][CH2:9][C:10]1=[O:14])([C:22]([CH3:25])([CH3:24])[CH3:23])([CH3:21])[CH3:20] |f:2.3.4,5.6|. Procedure details: 7-Nitro-3,4-dihydroquinolin-2(1H)-one, (2-bromoethoxy)(tert-butyl)dimethylsilane, potassium carbonate, potassium iodide and water were added to DMF, followed by stirring at room temperature for 2 days and then stirred at 40° C. for 3 days. By post-treating the reaction liquid, 1-(2-{[tert-butyl(dimethyl)silyl]oxy}ethyl)-7-nitro-3,4-dihydroquinolin-2(1H)-one was obtained.